Dataset: the Open Reaction Database (ORD), a public repository of structured organic reaction records. Task: describe an organic reaction: reactants, conditions, products, and yield Starting materials: CN([C@@H](CCC(=O)O)C(=O)O)C (dimethylglutamic acid), S(O)(O)(=O)=O (sulfuric acid). The solvent is O (water). Run at time 30 minute. Product: S(=O)(=O)(O)O.CN([C@@H](CCC(=O)O)C(=O)O)C (N,N-dimethylglutamic acid sulfate). Isolated yield 99.4%. Reaction SMILES: [CH3:1][N:2]([CH3:12])[C@H:3]([C:9]([OH:11])=[O:10])[CH2:4][CH2:5][C:6]([OH:8])=[O:7].[S:13](=[O:17])(=[O:16])([OH:15])[OH:14]>O>[S:13]([OH:17])([OH:16])(=[O:15])=[O:14].[CH3:12][N:2]([CH3:1])[C@H:3]([C:9]([OH:11])=[O:10])[CH2:4][CH2:5][C:6]([OH:8])=[O:7] |f:3.4|. Reported procedure: 4.9 g of dimethylglutamic acid was placed in a 100 ml round-bottom flask, and 40 ml of water was added and stirred for 30 minutes. Then, 2.98 g of concentrated sulfuric acid (concentration: 98%) was slowly added to the flask. After the addition, a reaction was conducted for 2 hours. The reaction solution was concentrated, and azeotroped with 100 ml of toluene to further remove the water. Afterwards, the product was dried under high vacuum to obtain 7.6 g of N,N-dimethylglutamic acid sulfate as t...